From a dataset of the Open Reaction Database (ORD), a public repository of structured organic reaction records. describe an organic reaction: reactants, conditions, products, and yield Starting materials: ClC=1C=C(C=CC1Cl)[C@H]1[C@@H](CN(CCO1)C(=O)OC(C)(C)C)\C=C\C(=O)OCC (tert-butyl (6R,7R)-7-(3,4-dichlorophenyl)-6-[(1E)-3-ethoxy-3-oxoprop-1-en-1-yl]-1,4-oxazepane-4-carboxylate). The reagents and catalysts are [Pt] (platinum). Run in CO (methanol). The product is ClC=1C=C(C=CC1Cl)[C@H]1[C@@H](CN(CCO1)C(=O)OC(C)(C)C)CCC(=O)OCC (tert-butyl (6R,7R)-7-(3,4-dichlorophenyl)-6-(3-ethoxy-3-oxopropyl)-1,4-oxazepane-4-carboxylate). Yield: 112.5%. As a reaction SMILES: [Cl:1][C:2]1[CH:3]=[C:4]([C@@H:9]2[O:15][CH2:14][CH2:13][N:12]([C:16]([O:18][C:19]([CH3:22])([CH3:21])[CH3:20])=[O:17])[CH2:11][C@H:10]2/[CH:23]=[CH:24]/[C:25]([O:27][CH2:28][CH3:29])=[O:26])[CH:5]=[CH:6][C:7]=1[Cl:8]>CO.[Pt]>[Cl:1][C:2]1[CH:3]=[C:4]([C@@H:9]2[O:15][CH2:14][CH2:13][N:12]([C:16]([O:18][C:19]([CH3:20])([CH3:21])[CH3:22])=[O:17])[CH2:11][C@H:10]2[CH2:23][CH2:24][C:25]([O:27][CH2:28][CH3:29])=[O:26])[CH:5]=[CH:6][C:7]=1[Cl:8]. Procedure: To a solution (1.1 mL) of tert-butyl (6R,7R)-7-(3,4-dichlorophenyl)-6-[(1E)-3-ethoxy-3-oxoprop-1-en-1-yl]-1,4-oxazepane-4-carboxylate (100 mg) in methanol was added, under a nitrogen atmosphere, 3% platinum/activated carbon (23 mg), and the mixture was stirred under a hydrogen atmosphere for 1 hr. The reaction mixture was filtered through celite, and concentrated under reduced pressure to give the title compound (113 mg). Reactants: O=C([O-])C(=O)[O-], Cl, Cl, O=C(Nc1ccc(-c2sc3ccccc3c2Cc2ccc(OCCN3CCCC3)cc2)cc1)c1c[nH]cn1, O=C1CCCC(C(=O)O)N1. Product: O=C(O)C(=O)O, O=C1CCCC(C(=O)Nc2ccc(-c3sc4ccccc4c3Cc3ccc(OCCN4CCCC4)cc3)cc2)N1. Reaction SMILES: [C:51]([C:52](=[O:53])[O-:54])(=[O:55])[O-:56].[ClH:11].[ClH:12].[N:13]1([CH2:18][CH2:19][O:20][c:21]2[cH:22][cH:23][c:24]([CH2:25][c:26]3[c:27]4[c:28]([s:29][c:30]3-[c:31]3[cH:32][cH:33][c:34]([NH:37][C:38]([c:39]5[n:40][cH:41][nH:42][cH:43]5)=[O:44])[cH:35][cH:36]3)[cH:45][cH:46][cH:47][cH:48]4)[cH:49][cH:50]2)[CH2:14][CH2:15][CH2:16][CH2:17]1.[O:1]=[C:2]1[CH2:3][CH2:4][CH2:5][CH:6]([C:8](=[O:9])[OH:10])[NH:7]1>>[C:51]([C:52](=[O:53])[OH:54])(=[O:55])[OH:56].[O:1]=[C:2]1[CH2:3][CH2:4][CH2:5][CH:6]([C:8](=[O:10])[NH:37][c:34]2[cH:33][cH:32][c:31](-[c:30]3[c:26]([CH2:25][c:24]4[cH:23][cH:22][c:21]([O:20][CH2:19][CH2:18][N:13]5[CH2:14][CH2:15][CH2:16][CH2:17]5)[cH:50][cH:49]4)[c:27]4[c:28]([s:29]3)[cH:45][cH:46][cH:47][cH:48]4)[cH:36][cH:35]2)[NH:7]1.